From a dataset of the Open Reaction Database (ORD), a public repository of structured organic reaction records. describe an organic reaction: reactants, conditions, products, and yield The reactants are O=C([O-])[O-], CCI, Clc1nsnc1-c1cccnc1, [K+], [K+], [Na], CN(C)C=O, O, S. Yields the product CCSc1nsnc1-c1cccnc1. Reaction SMILES: [C:15](=[O:16])([O-:17])[O-:18].[CH2:21]([CH3:22])[I:23].[Cl:3][c:4]1[c:5](-[c:9]2[cH:10][n:11][cH:12][cH:13][cH:14]2)[n:6][s:7][n:8]1.[K+:19].[K+:20].[Na:2].[O:24]=[CH:25][N:26]([CH3:27])[CH3:28].[OH2:29].[SH2:1]>>[S:1]([c:4]1[c:5](-[c:9]2[cH:10][n:11][cH:12][cH:13][cH:14]2)[n:6][s:7][n:8]1)[CH2:21][CH3:22]. Starting materials: C1(=CC=CC=C1)S(=O)(=O)C1=CC=C(C=C1)O (4-phenylsulfonyl-1-hydroxybenzene), N1=CC=CC=C1 (pyridine), C(C)(=O)Cl (acetyl chloride). The solvent is C(Cl)Cl (CH2Cl2). Yields the product C1(=CC=CC=C1)S(=O)(=O)C1=CC=C(C=C1)OC(C)=O (4-phenylsulfonyl-1-acetoxybenzene). Reaction SMILES: [C:1]1([S:7]([C:10]2[CH:15]=[CH:14][C:13]([OH:16])=[CH:12][CH:11]=2)(=[O:9])=[O:8])[CH:6]=[CH:5][CH:4]=[CH:3][CH:2]=1.N1C=CC=CC=1.[C:23](Cl)(=[O:25])[CH3:24]>C(Cl)Cl>[C:1]1([S:7]([C:10]2[CH:11]=[CH:12][C:13]([O:16][C:23](=[O:25])[CH3:24])=[CH:14][CH:15]=2)(=[O:8])=[O:9])[CH:6]=[CH:5][CH:4]=[CH:3][CH:2]=1. Procedure: In 150 ml of CH2Cl2 were dissolved 23 g of the compound obtained in step 2; and, 12.9 ml of pyridine and 7.8 ml of acetyl chloride was slowly added at room temperature thereto. The reaction solution was washed with 0.2N HCl and with saturated NaHCO3 aqueous solution, dried over Na2SO4 and concentrated under reduced pressure to obtain residue, which was used for subsequent reaction without further purification. The reactants are CCO, NCCCCCCCCN, Nc1nc(Cl)c2ncn(C3C=CC(CO)C3)c2n1. Product: NCCCCCCCCNc1nc(N)nc2c1ncn2C1C=CC(CO)C1. Reaction SMILES: [CH3:29][CH2:30][OH:31].[NH2:19][CH2:20][CH2:21][CH2:22][CH2:23][CH2:24][CH2:25][CH2:26][CH2:27][NH2:28].[NH2:1][c:2]1[n:3][c:4]([Cl:18])[c:5]2[n:6][cH:7][n:8]([CH:11]3[CH:12]=[CH:13][CH:14]([CH2:16][OH:17])[CH2:15]3)[c:9]2[n:10]1>>[NH2:1][c:2]1[n:3][c:4]([NH:19][CH2:20][CH2:21][CH2:22][CH2:23][CH2:24][CH2:25][CH2:26][CH2:27][NH2:28])[c:5]2[n:6][cH:7][n:8]([CH:11]3[CH:12]=[CH:13][CH:14]([CH2:16][OH:17])[CH2:15]3)[c:9]2[n:10]1. Reactants: O1C(OCCC1)C1=CC(=C(C=C1)C=1SC2=NC(=CC=C2N1)CC1=CC=CC=C1)F (2-(4-(1,3-dioxan-2-yl)-2-fluorophenyl)-5-benzylthiazolo[5,4-b]pyridine), C[Si](C)(C)[N-][Si](C)(C)C.[Li+] (lithium bis(trimethylsilyl)amide), O1CCCC1 (tetrahydrofuran), C(C=C)I (allyl iodide), [NH4+].[Cl-] (NH4Cl). Solvent: CN(C)C=O (DMF). Reaction conditions: time 2 minute. Product: O1C(OCCC1)C1=CC(=C(C=C1)C=1SC2=NC(=CC=C2N1)C(CC=C)C1=CC=CC=C1)F (2-(4-(1,3-dioxan-2-yl)-2-fluorophenyl)-5-(1-phenylbut-3-enyl)thiazolo[5,4-b]pyridine). RXN SMILES: [O:1]1[CH2:6][CH2:5][CH2:4][O:3][CH:2]1[C:7]1[CH:12]=[CH:11][C:10]([C:13]2[S:14][C:15]3[C:20]([N:21]=2)=[CH:19][CH:18]=[C:17]([CH2:22][C:23]2[CH:28]=[CH:27][CH:26]=[CH:25][CH:24]=2)[N:16]=3)=[C:9]([F:29])[CH:8]=1.C[Si]([N-][Si](C)(C)C)(C)C.[Li+].O1C[CH2:43][CH2:42][CH2:41]1.C(I)C=C.[NH4+].[Cl-]>CN(C=O)C>[O:3]1[CH2:4][CH2:5][CH2:6][O:1][CH:2]1[C:7]1[CH:12]=[CH:11][C:10]([C:13]2[S:14][C:15]3[C:20]([N:21]=2)=[CH:19][CH:18]=[C:17]([CH:22]([C:23]2[CH:24]=[CH:25][CH:26]=[CH:27][CH:28]=2)[CH2:43][CH:42]=[CH2:41])[N:16]=3)=[C:9]([F:29])[CH:8]=1 |f:1.2,5.6|. Procedure: To a slurry of 2-(4-(1,3-dioxan-2-yl)-2-fluorophenyl)-5-benzylthiazolo[5,4-b]pyridine (2.28 g, 5.6 mmol) in 40 mL DMF under argon was added lithium bis(trimethylsilyl)amide, 1.0 m solution in tetrahydrofuran (7.0 mL, 7.0 mmol). A very deep blue solution resulted. After 2 min, allyl iodide (0.77 mL, 8.4 mmol) was added via syringe and the reaction became brown. After 5 min, sat'd aq. NH4Cl was added and the reaction partitioned between water and EA. The organic was washed with water, brine, dried...